Dataset: the Open Reaction Database (ORD), a public repository of structured organic reaction records. Task: describe an organic reaction: reactants, conditions, products, and yield The reactants are C(C)(=O)N1C(CC2=CC(=CC=C12)C(C)=O)=O (1,5-diacetyl-2-indolinone), C(CCC)(OC)(OC)OC (trimethyl orthobutyrate). Yields the product C(C)(=O)N1C(C(C2=CC(=CC=C12)C(C)=O)=C(CCC)OC)=O (1,5-diacetyl-3-(1-methoxy-butylidene)-2-indolinone). Reaction SMILES: [C:1]([N:4]1[C:12]2[C:7](=[CH:8][C:9]([C:13](=[O:15])[CH3:14])=[CH:10][CH:11]=2)[CH2:6][C:5]1=[O:16])(=[O:3])[CH3:2].[C:17](OC)(OC)([O:21][CH3:22])[CH2:18][CH2:19][CH3:20]>>[C:1]([N:4]1[C:12]2[C:7](=[CH:8][C:9]([C:13](=[O:15])[CH3:14])=[CH:10][CH:11]=2)[C:6](=[C:17]([O:21][CH3:22])[CH2:18][CH2:19][CH3:20])[C:5]1=[O:16])(=[O:3])[CH3:2]. Procedure details: Prepared from 1,5-diacetyl-2-indolinone and trimethyl orthobutyrate